Dataset: the Open Reaction Database (ORD), a public repository of structured organic reaction records. Task: describe an organic reaction: reactants, conditions, products, and yield Starting materials: COC1=C2C(=NC=C1)NC(=C2)C (4-Methoxy-2-methyl-1H-pyrrolo[2,3-b]pyridine), ice water, [H-].[Na+] (sodium hydride), C(C1=CC=CC=C1)Br (benzyl bromide). The solvent is CN(C(C)=O)C (N,N-dimethyl acetamide), solvent. Reaction conditions: time 45 minute. Yields the product C(C1=CC=CC=C1)N1C(=CC=2C1=NC=CC2OC)C (1-Benzyl-4-methoxy-2-methyl-1H-pyrrolo[2,3-b]pyridine). Reaction SMILES: [H-].[Na+].[CH3:3][O:4][C:5]1[CH:10]=[CH:9][N:8]=[C:7]2[NH:11][C:12]([CH3:14])=[CH:13][C:6]=12.[CH2:15](Br)[C:16]1[CH:21]=[CH:20][CH:19]=[CH:18][CH:17]=1>CN(C)C(=O)C>[CH2:15]([N:11]1[C:7]2=[N:8][CH:9]=[CH:10][C:5]([O:4][CH3:3])=[C:6]2[CH:13]=[C:12]1[CH3:14])[C:16]1[CH:21]=[CH:20][CH:19]=[CH:18][CH:17]=1 |f:0.1|. Reported procedure: To a suspension of sodium hydride (0.292 g, 9.24 mmol) in dry N,N-dimethyl acetamide (10 mL) was added drop-wise under N2, a solution of 4-methoxy-2-methyl-1H-pyrrolo[2,3-b]pyridine 5 (0.60 g, 3.70 mmol) in the same solvent (5 mL). The mixture was stirred at room temperature for 45 min. After this time, the solution was cooled in an ice bath, and benzyl bromide (1.25 g, 7.30 mmol) was slowly added. The solution was allowed to warm at room temperature and stirred for 12 h. Then, it was poured int... The reactants are [Al+3], C[SiH](C)OC(CCCCCC#N)C(C)(C)C, [H-], [H-], [H-], [H-], [Li+], O. Yields the product C[SiH](C)OC(CCCCCCN)C(C)(C)C. As a reaction SMILES: [Al+3:2].[C:7]([CH3:8])([CH3:9])([CH3:10])[CH:11]([CH2:12][CH2:13][CH2:14][CH2:15][CH2:16][C:17]#[N:18])[O:19][SiH:20]([CH3:21])[CH3:22].[H-:1].[H-:4].[H-:5].[H-:6].[Li+:3].[OH2:23]>>[C:7]([CH3:8])([CH3:9])([CH3:10])[CH:11]([CH2:12][CH2:13][CH2:14][CH2:15][CH2:16][CH2:17][NH2:18])[O:19][SiH:20]([CH3:21])[CH3:22]. Starting materials: [BH4-].[Na+] (NaBH4), C(C)OC(=O)N1CCC=2SC3=C(C2C(C1)C)C(CC3C(F)(F)F)=O (4-Methyl-3-oxo-1-trifluoromethyl-2,3,4,5,7,8-hexahydro-1H-9-thia-6-aza-cyclopenta[a]azulene-6-carboxylic acid ethyl ester), Cl (HCl), Cl[Sn]Cl (SnCl2). Solvent: CCO (EtOH), O (water). Reaction conditions: temperature 80 celsius, time 15 minute. Yields the product C(C)OC(=O)N1CCC=2SC3=C(C2C(C1)C)CCC3C(F)(F)F (4-Methyl-1-trifluoromethyl-2,3,4,5,7,8-hexahydro-1H-9-thia-6-aza-cyclopenta[a]azulene-6-carboxylic acid ethyl ester). RXN SMILES: [CH2:1]([O:3][C:4]([N:6]1[CH2:15][CH:14]([CH3:16])[C:13]2[C:12]3[C:17](=O)[CH2:18][CH:19]([C:20]([F:23])([F:22])[F:21])[C:11]=3[S:10][C:9]=2[CH2:8][CH2:7]1)=[O:5])[CH3:2].[BH4-].[Na+].Cl.Cl[Sn]Cl>CCO.O>[CH2:1]([O:3][C:4]([N:6]1[CH2:15][CH:14]([CH3:16])[C:13]2[C:12]3[CH2:17][CH2:18][CH:19]([C:20]([F:22])([F:23])[F:21])[C:11]=3[S:10][C:9]=2[CH2:8][CH2:7]1)=[O:5])[CH3:2] |f:1.2|. Procedure: The product of step (d) (mixture of diastereomers, 234 mg, 1.54 mmol) was dissolved in 5 mL EtOH and treated with NaBH4 (117 mg, 3.1 mmol). After stirring for 15 minutes, the reaction was quenched with HOAc and diluted with water (10 mL). The product was extracted into DCM (2×25 mL) and the extracts were concentrated to dryness. The crude residue was dissolved in HOAc (8 mL) and concentrated HCl (4 mL) and treated with SnCl2 (1.4 g, 6.2 mmol). After heated to 80° C. for 1 hour, the reaction was ... The reactants are Cl.C(C)OC([C@@H](N)CC1=CC=C(C=C1)O)=O (L-Tyrosine ethyl ester hydrochloride), FC1=C(C(=O)Cl)C(=CC=C1)F (2,6-difluorobenzoyl chloride). Yields the product C(C)OC([C@@H](NC(C1=C(C=CC=C1F)F)=O)CC1=CC=C(C=C1)O)=O (N-(2,6-difluorobenzoyl)-L-tyrosine ethyl ester). RXN SMILES: Cl.[CH2:2]([O:4][C:5](=[O:16])[C@H:6]([CH2:8][C:9]1[CH:14]=[CH:13][C:12]([OH:15])=[CH:11][CH:10]=1)[NH2:7])[CH3:3].[F:17][C:18]1[CH:26]=[CH:25][CH:24]=[C:23]([F:27])[C:19]=1[C:20](Cl)=[O:21]>>[CH2:2]([O:4][C:5](=[O:16])[C@H:6]([CH2:8][C:9]1[CH:10]=[CH:11][C:12]([OH:15])=[CH:13][CH:14]=1)[NH:7][C:20](=[O:21])[C:19]1[C:18]([F:17])=[CH:26][CH:25]=[CH:24][C:23]=1[F:27])[CH3:3] |f:0.1|. Reported procedure: L-Tyrosine ethyl ester hydrochloride (10.0 g) was acylated with 2,6-difluorobenzoyl chloride in a similar manner as described in Example 1-(5) to give N-(2,6-difluorobenzoyl)-L-tyrosine ethyl ester (13.2 g). mp. 149-150° C.; IR (Nujol) 3424, 3277, 1721,.1660, 1624 cm−1; MS (APCI) m/z 350 (M+H). Reactants: ClC=1C=C(C=CC1OC1CCNCC1)[N+](=O)[O-] (3-chloro-4-(piperidin-4-yloxy)nitrobenzene), BrC1=NC=CC=C1 (2-bromopyridine). Run in C(C)(=O)OCC (ethyl acetate), N1=CC=CC=C1 (pyridine). Run at temperature 150 celsius, time 16 hour. The product is ClC=1C=C(C=CC1OC1CCN(CC1)C1=NC=CC=C1)[N+](=O)[O-] (3-Chloro-4-[1-(2-pyridyl)piperidin-4-yloxy]nitrobenzene). The yield is 20.0%. As a reaction SMILES: [Cl:1][C:2]1[CH:3]=[C:4]([N+:15]([O-:17])=[O:16])[CH:5]=[CH:6][C:7]=1[O:8][CH:9]1[CH2:14][CH2:13][NH:12][CH2:11][CH2:10]1.Br[C:19]1[CH:24]=[CH:23][CH:22]=[CH:21][N:20]=1>N1C=CC=CC=1.C(OCC)(=O)C>[Cl:1][C:2]1[CH:3]=[C:4]([N+:15]([O-:17])=[O:16])[CH:5]=[CH:6][C:7]=1[O:8][CH:9]1[CH2:14][CH2:13][N:12]([C:19]2[CH:24]=[CH:23][CH:22]=[CH:21][N:20]=2)[CH2:11][CH2:10]1. Reported procedure: To a suspension of 3-chloro-4-(piperidin-4-yloxy)nitrobenzene (3.00 g) obtained in reference example 8 in pyridine (30 ml) was added 2-bromopyridine (1.25 ml) at room temperature, and the resulting mixture was stirred at 150° C. for 16 hours. After cooling to room temperature, the reaction mixture was diluted with ethyl acetate, and the organic layer was washed with a saturated aqueous sodium chloride solution, dried over anhydrous magnesium sulfate and evaporated in vacuo. The residue obtained ... Starting materials: O.NN (hydrazine monohydrate), COC=1C=C(CCl)C=CC1 (3-methoxybenzyl chloride). The product is COC=1C=C(CNN)C=CC1 (3-methoxybenzylhydrazine). RXN SMILES: O.[NH2:2][NH2:3].[CH3:4][O:5][C:6]1[CH:7]=[C:8]([CH:11]=[CH:12][CH:13]=1)[CH2:9]Cl>C(O)C>[CH3:4][O:5][C:6]1[CH:7]=[C:8]([CH:11]=[CH:12][CH:13]=1)[CH2:9][NH:2][NH2:3] |f:0.1|. Procedure: While a solution of hydrazine monohydrate (10 g, 0.2 mol) in ethanol (35 ml) was heated under reflux, a solution of 3-methoxybenzyl chloride (5.0 g, 32 m mol) in ethanol (15 ml) was added drop-wise thereto over a period of 30 minutes. After this mixture was further refluxed for 2 hours, the solvent was distilled off under reduced pressure. The oily residue was extracted with ether (2×30 ml). After the extract was dried, the solvent was distilled off under reduced pressure. The resulting residue ... Run at time 30 minute. Run in C(C)O (ethanol), C(C)O (ethanol).